This data is from the Open Reaction Database (ORD), a public repository of structured organic reaction records. The task is: describe an organic reaction: reactants, conditions, products, and yield Starting materials: C1(=CC=CC=C1)C1=NC(=NC=C1)N1CC2CNCC2C1 (2-(4-Phenyl-pyrimidin-2-yl)-octahydro-pyrrolo[3,4-c]pyrrole), O1CCOC2=C1C=CC=C2C(=O)O (2,3-dihydro-benzo[1,4]dioxine-5-carboxylic acid). Yields the product O1CCOC2=C1C=CC=C2C(=O)N2CC1CN(CC1C2)C2=NC=CC(=N2)C2=CC=CC=C2 (2-(2,3-Dihydro-1,4-benzodioxin-5-ylcarbonyl)-5-(4-phenylpyrimidin-2-yl)octahydropyrrolo[3,4-c]pyrrole). RXN SMILES: [C:1]1([C:7]2[CH:12]=[CH:11][N:10]=[C:9]([N:13]3[CH2:20][CH:19]4[CH:15]([CH2:16][NH:17][CH2:18]4)[CH2:14]3)[N:8]=2)[CH:6]=[CH:5][CH:4]=[CH:3][CH:2]=1.[O:21]1[C:26]2[CH:27]=[CH:28][CH:29]=[C:30]([C:31](O)=[O:32])[C:25]=2[O:24][CH2:23][CH2:22]1>>[O:21]1[C:26]2[CH:27]=[CH:28][CH:29]=[C:30]([C:31]([N:17]3[CH2:16][CH:15]4[CH:19]([CH2:20][N:13]([C:9]5[N:8]=[C:7]([C:1]6[CH:2]=[CH:3][CH:4]=[CH:5][CH:6]=6)[CH:12]=[CH:11][N:10]=5)[CH2:14]4)[CH2:18]3)=[O:32])[C:25]=2[O:24][CH2:23][CH2:22]1. Procedure: The title compound was prepared in a manner analogous to Example 15 utilizing Intermediate 26 and 2,3-dihydro-benzo[1,4]dioxine-5-carboxylic acid. MS (ESI) mass calcd. for C25H24N4O3, 428.50; m/z found, 429.2 [M+H]+.